Dataset: the Open Reaction Database (ORD), a public repository of structured organic reaction records. Task: describe an organic reaction: reactants, conditions, products, and yield Reactants: P(=O)(O)(O)O[C@H]1C[C@@H](O[C@@H]1COP(=O)(O)O)N1C(=O)N=C(N)C(=C1)O (5-hydroxydeoxycytidine-3',5'-diphosphate), BrBr (Bromine), [C@@H]1(C[C@H](O)[C@@H](CO)O1)N1C(=O)N=C(N)C=C1 (2'-deoxycytidine). Solvent: O (water). Conditions: time 2 hour. Yields the product OC=1C(=NC(N([C@H]2C[C@H](O)[C@@H](CO)O2)C1)=O)N (5-Hydroxydeoxycytidine). Reaction SMILES: P([O:5][C@@H:6]1[C@@H:10]([CH2:11][O:12]P(O)(O)=O)[O:9][C@@H:8]([N:17]2[CH:24]=[C:23]([OH:25])[C:21]([NH2:22])=[N:20][C:18]2=[O:19])[CH2:7]1)(O)(O)=O.BrBr.[C@@H]1(N2C=CC(N)=NC2=O)O[C@H](CO)[C@@H](O)C1>O>[OH:25][C:23]1[C:21]([NH2:22])=[N:20][C:18](=[O:19])[N:17]([CH:24]=1)[C@@H:8]1[O:9][C@H:10]([CH2:11][OH:12])[C@@H:6]([OH:5])[CH2:7]1. Procedure details: 5-Hydroxydeoxycytidine is synthesized in a similar manner to the published procedure of Eaton et al. (Biochem. Biophys. Acta 319:281-287, 1973) for 5-hydroxydeoxycytidine-3',5'-diphosphate. Bromine is added to a cooled (0° C.) solution of 2'-deoxycytidine (available from Sigma Chemical Company) in water until the yellow color persists. The excess bromine is quenched with cyclohexene and 2,4,6-collidine is added. After 2 hours, the reaction mixture is washed with ether and evaporated to dryness u...